This data is from the Open Reaction Database (ORD), a public repository of structured organic reaction records. The task is: describe an organic reaction: reactants, conditions, products, and yield The reactants are FC=1C2=C(C=C3CC4(C(NC(NC4=O)=O)=O)[C@@H]4N(C13)C[C@H](O[C@H]4C)C)C(=NO2)N2CCN(CC2)C(=O)OC(C)(C)C (tert-butyl 4-[(2R,4S,4aS)-rel-11-fluoro-2,4-dimethyl-2′,4′,6′-trioxo-1,1′,2,3′,4,4′,4a,6′-octahydro-2′H,6H-spiro[isoxazolo[4,5-g][1,4]oxazino[4,3-a]quinoline-5,5′-pyrimidin]-8-yl]piperazine-1-carboxylate), Cl (HCl). Solvent: CO (MeOH). Run at time 1 hour. Yields the product FC=1C2=C(C=C3CC4(C(NC(NC4=O)=O)=O)[C@@H]4N(C13)C[C@H](O[C@H]4C)C)C(=NO2)N2CCNCC2 ((2R,4S,4aS)-rel-11-fluoro-2,4-dimethyl-8-(piperazin-1-yl)-1,2,4,4a-tetrahydro-2′H,6H-spiro[isoxazolo[4,5-g][1,4]oxazino[4,3-a]quinoline-5,5′-pyrimidine]-2′,4′,6′(1′H,3′H)-trione). Reaction SMILES: [F:1][C:2]1[C:3]2[O:28][N:27]=[C:26]([N:29]3[CH2:34][CH2:33][N:32](C(OC(C)(C)C)=O)[CH2:31][CH2:30]3)[C:4]=2[CH:5]=[C:6]2[C:19]=1[N:18]1[CH2:20][C@@H:21]([CH3:25])[O:22][C@@H:23]([CH3:24])[C@@H:17]1[C:8]1([C:13](=[O:14])[NH:12][C:11](=[O:15])[NH:10][C:9]1=[O:16])[CH2:7]2.Cl>CO>[F:1][C:2]1[C:3]2[O:28][N:27]=[C:26]([N:29]3[CH2:30][CH2:31][NH:32][CH2:33][CH2:34]3)[C:4]=2[CH:5]=[C:6]2[C:19]=1[N:18]1[CH2:20][C@@H:21]([CH3:25])[O:22][C@@H:23]([CH3:24])[C@@H:17]1[C:8]1([C:13](=[O:14])[NH:12][C:11](=[O:15])[NH:10][C:9]1=[O:16])[CH2:7]2. Reported procedure: A mixture of tert-butyl 4-[(2R,4S,4aS)-rel-11-fluoro-2,4-dimethyl-2′,4′,6′-trioxo-1,1′,2,3′,4,4′,4a,6′-octahydro-2′H,6H-spiro[isoxazolo[4,5-g][1,4]oxazino[4,3-a]quinoline-5,5′-pyrimidin]-8-yl]piperazine-1-carboxylate (Example 20, 50 mg, 0.08 mmol) and 4N HCl in MeOH (8 mL) was stirred at room temperature for 1 hours. It was concentrated under reduced pressure and the residue was triturated with pet ether to give the title compound as brown solid. Starting materials: CC(C)OC(C)C, O=C1Nc2ccccc2N(C(=O)Cl)c2ncccc21, C1CCN(CCC2CNCCO2)CC1. The product is O=C1Nc2ccccc2N(C(=O)N2CCOC(CCN3CCCCC3)C2)c2ncccc21. Reaction SMILES: [CH:34]([O:35][CH:36]([CH3:37])[CH3:38])([CH3:39])[CH3:40].[Cl:1][C:2](=[O:3])[N:4]1[c:5]2[c:6]([cH:16][cH:17][cH:18][n:19]2)[C:7](=[O:15])[NH:8][c:9]2[c:10]1[cH:11][cH:12][cH:13][cH:14]2.[N:20]1([CH2:26][CH2:27][CH:28]2[O:29][CH2:30][CH2:31][NH:32][CH2:33]2)[CH2:21][CH2:22][CH2:23][CH2:24][CH2:25]1>>[C:2](=[O:3])([N:4]1[c:5]2[c:6]([cH:16][cH:17][cH:18][n:19]2)[C:7](=[O:15])[NH:8][c:9]2[c:10]1[cH:11][cH:12][cH:13][cH:14]2)[N:32]1[CH2:31][CH2:30][O:29][CH:28]([CH2:27][CH2:26][N:20]2[CH2:21][CH2:22][CH2:23][CH2:24][CH2:25]2)[CH2:33]1. Starting materials: [H-].C(C(C)C)[Al+]CC(C)C (di-isobutylaluminium hydride), COC([C@@H](NC(=O)OC(C)(C)C)CC(C)C)=O (Boc--L--Leucine methyl ester), ice, [C@@H]([C@H](C(=O)[O-])O)(C(=O)[O-])O.[Na+].[K+] (Rochelle salt), CO (MeOH). Run in C1(=CC=CC=C1)C (toluene), C1(=CC=CC=C1)C (toluene), O (H2O). Reaction conditions: time 15 minute. The product is C(=O)(OC(C)(C)C)N[C@@H](CC(C)C)C=O (Boc--L--Leucinal). Reaction SMILES: C[O:2][C:3](=O)[C@H:4]([CH2:13][CH:14]([CH3:16])[CH3:15])[NH:5][C:6]([O:8][C:9]([CH3:12])([CH3:11])[CH3:10])=[O:7].[H-].C([Al+]CC(C)C)C(C)C.CO.[C@H](O)(C([O-])=O)[C@@H](O)C([O-])=O.[Na+].[K+]>C1(C)C=CC=CC=1.O>[C:6]([NH:5][C@H:4]([CH:3]=[O:2])[CH2:13][CH:14]([CH3:15])[CH3:16])([O:8][C:9]([CH3:10])([CH3:12])[CH3:11])=[O:7] |f:1.2,4.5.6|. Reported procedure: Boc--L--Leucine methyl ester (22.7 g, 90 mmoles) in dry toluene (250 ml) under N2 was cooled to -78° and 25% di-isobutylaluminium hydride in toluene (130 ml, 225 mmoles) were added over 25 mins. keeping the temperature under -70°. The mixture was stirred for 15 mins. at -78° after completion of the addition, then MeOH (10 ml) was added cautiously. When effervescence ceased the mixture was poured into an ice-cold solution of Rochelle salt (100 ml of saturated solution+600 ml H2O). This mixture wa... The reactants are COC(CC(=O)CCl)=O (Methyl-4-chloroacetoacetate), B-hydroxyacyl CoA, C=1N=C(C2=C(N1)N(C=N2)[C@H]3[C@@H]([C@@H]([C@H](O3)COP(=O)(O)OP(=O)(O)OC[C@@H]4[C@H]([C@H]([C@@H](O4)N5C=CCC(=C5)C(=O)N)O)O)O)O)N (NADH). Run in P(=O)([O-])([O-])[O-].[Na+].[Na+].[Na+] (sodium phosphate). The product is COC(C[C@H](CCl)O)=O (Methyl-4-chloro-3(R)-hydroxybutyrate). Reaction SMILES: [CH3:1][O:2][C:3](=[O:9])[CH2:4][C:5]([CH2:7][Cl:8])=[O:6].C1N=C(N)C2N=CN([C@@H]3O[C@H](COP(OP(OC[C@H]4O[C@@H](N5C=C(C(N)=O)CC=C5)[C@H](O)[C@@H]4O)(O)=O)(O)=O)[C@@H](O)[C@H]3O)C=2N=1>P([O-])([O-])([O-])=O.[Na+].[Na+].[Na+]>[CH3:1][O:2][C:3](=[O:9])[CH2:4][C@@H:5]([OH:6])[CH2:7][Cl:8] |f:2.3.4.5|. Procedure: Methyl-4-chloroacetoacetate (VII) (100 mg) was incubated with 29 units of porcine heart (EC 1.1.1.35), B-hydroxyacyl CoA dehydrogenase (Sigma, H4626), and 1.36 g of NADH (Sigma, 90%) in 30 ml of 0.1 M sodium phosphate buffer, pH 6.5. The reactants are COc1ccc(Br)c(C)n1, N#Cc1cccc(B(O)O)c1, CO, Cc1ccccc1, [Na+], [Na+], O=C([O-])[O-], [Pd], c1ccc(P(c2ccccc2)c2ccccc2)cc1, c1ccc(P(c2ccccc2)c2ccccc2)cc1, c1ccc(P(c2ccccc2)c2ccccc2)cc1, c1ccc(P(c2ccccc2)c2ccccc2)cc1. Yields the product COc1ccc(-c2cccc(C#N)c2)c(C)n1. Reaction SMILES: [Br:12][c:13]1[c:14]([CH3:21])[n:15][c:16]([O:19][CH3:20])[cH:17][cH:18]1.[C:1](#[N:2])[c:3]1[cH:4][c:5]([B:9]([OH:10])[OH:11])[cH:6][cH:7][cH:8]1.[CH3:112][OH:113].[CH3:22][c:23]1[cH:24][cH:25][cH:26][cH:27][cH:28]1.[Na+:29].[Na+:30].[O-:31][C:32](=[O:33])[O-:34].[Pd:111].[c:35]1([P:36]([c:37]2[cH:38][cH:39][cH:40][cH:41][cH:42]2)[c:43]2[cH:44][cH:45][cH:46][cH:47][cH:48]2)[cH:49][cH:50][cH:51][cH:52][cH:53]1.[c:54]1([P:55]([c:56]2[cH:57][cH:58][cH:59][cH:60][cH:61]2)[c:62]2[cH:63][cH:64][cH:65][cH:66][cH:67]2)[cH:68][cH:69][cH:70][cH:71][cH:72]1.[c:73]1([P:74]([c:75]2[cH:76][cH:77][cH:78][cH:79][cH:80]2)[c:81]2[cH:82][cH:83][cH:84][cH:85][cH:86]2)[cH:87][cH:88][cH:89][cH:90][cH:91]1.[c:92]1([P:93]([c:94]2[cH:95][cH:96][cH:97][cH:98][cH:99]2)[c:100]2[cH:101][cH:102][cH:103][cH:104][cH:105]2)[cH:106][cH:107][cH:108][cH:109][cH:110]1>>[C:1](#[N:2])[c:3]1[cH:4][c:5](-[c:13]2[c:14]([CH3:21])[n:15][c:16]([O:19][CH3:20])[cH:17][cH:18]2)[cH:6][cH:7][cH:8]1.